Dataset: the Open Reaction Database (ORD), a public repository of structured organic reaction records. Task: describe an organic reaction: reactants, conditions, products, and yield The reactants are CC1(OCC(O1)C(=O)NC=1C(=C(CCC(=O)[O-])C(=C(C1I)NC(=O)C1OC(OC1)(C)C)I)I)C (N,N′-Bis(2,2-dimethyl-1,3-dioxolane-4-carbonyl)-3,5-diamino-2,4,6-triiodobenzylacetate), O (water), NaH2PO4. The solvent is CO (methanol), Cl (HCl). Reaction conditions: time 4 hour. Yields the product OC(C(=O)NC=1C(=C(CO)C(=C(C1I)NC(C(CO)O)=O)I)I)CO (N,N′-Bis(2,3-dihydroxypropionyl)-3,5-diamino-2,4,6-triiodobenzylalcohol). RXN SMILES: CC1(C)[O:6][CH:5]([C:7]([NH:9][C:10]2[C:11]([I:33])=[C:12]([C:18]([I:32])=[C:19]([NH:22][C:23]([CH:25]3[CH2:29][O:28]C(C)(C)[O:26]3)=[O:24])[C:20]=2[I:21])[CH2:13]CC([O-])=O)=[O:8])[CH2:4][O:3]1.[OH2:35]>CO.Cl>[OH:26][CH:25]([CH2:29][OH:28])[C:23]([NH:22][C:19]1[C:18]([I:32])=[C:12]([C:11]([I:33])=[C:10]([NH:9][C:7](=[O:8])[CH:5]([OH:6])[CH2:4][OH:3])[C:20]=1[I:21])[CH2:13][OH:35])=[O:24]. Procedure: N,N′-Bis(2,2-dimethyl-1,3-dioxolane-4-carbonyl)-3,5-diamino-2,4,6-triiodobenzylacetate (1.25 g, 1.55 mol) was dissolved in a mixture of water (50 ml), methanol (25 ml) and concentrated HCl (0.5 ml). After stirring for 4 h, the solution was neutralized with aqueous NaH2PO4 and the solvents were removed by evaporation. The residue was dissolved in water (10 ml) and the pH was adjusted to 12 with aqueous NaOH. After 30 min, the solution was again neutralized and the solvent was evaporated. The prod... Starting materials: N1=C(C=CC=C1)OC(C(=O)OCC1=CC=CC=C1)(CC)C (benzyl 2-(2-pyridyloxy)-2-methylbutanoate). The reagents and catalysts are [Pd] (palladium on carbon). Solvent: CO (MeOH). Reaction conditions: time 8 hour. Product: N1=C(C=CC=C1)OC(C(=O)O)(CC)C (2-(2-Pyridyloxy)-2-methylbutanoic Acid). RXN SMILES: [N:1]1[CH:6]=[CH:5][CH:4]=[CH:3][C:2]=1[O:7][C:8]([CH3:21])([CH2:19][CH3:20])[C:9]([O:11]CC1C=CC=CC=1)=[O:10]>[Pd].CO>[N:1]1[CH:6]=[CH:5][CH:4]=[CH:3][C:2]=1[O:7][C:8]([CH3:21])([CH2:19][CH3:20])[C:9]([OH:11])=[O:10]. Reported procedure: A mixture of benzyl 2-(2-pyridyloxy)-2-methylbutanoate (1.6 g, 5.5 mmol) and 10% palladium on carbon (50 mg) in 50 mL MeOH was degassed and filled with hydrogen using a balloon. After stirring at room temperature overnight, the reaction mixture was filtered through CELITE diatomaceous earth and washed with MeOH (20 mL), and the filtrate was concentrated to dryness to give the title compound. 1H NMR (500 MHz, CD3OD): δ 8.03 (dd, 1H), 7.64 (ddd, 1H), 6.89 (dd, 1H), 6.76 (dd, 1H), 2.14 (m, 1H), 1.9... Starting materials: C(C)(C)(C)N1N=C(C=C1CCC)CCC=O (3-(1-tert-butyl-5-propyl-1H-pyrazol-3-yl)propanal), [BH-](OC(=O)C)(OC(=O)C)OC(=O)C.[Na+] (NaBH(OAc)3), CC1=C(C=CC=C1C)N1CCNCC1 (1-(2,3-dimethylphenyl)piperazine), CCN(C(C)C)C(C)C (DIPEA). Yields the product C(C)(C)(C)N1N=C(C=C1CCC)CCCN1CCN(CC1)C1=C(C(=CC=C1)C)C (1-(3-(1-tert-butyl-5-propyl-1H-pyrazol-3-yl)propyl)-4-(2,3-dimethylphenyl)piperazine). As a reaction SMILES: [C:1]([N:5]1[C:9]([CH2:10][CH2:11][CH3:12])=[CH:8][C:7]([CH2:13][CH2:14][CH:15]=O)=[N:6]1)([CH3:4])([CH3:3])[CH3:2].[CH3:17][C:18]1[C:23]([CH3:24])=[CH:22][CH:21]=[CH:20][C:19]=1[N:25]1[CH2:30][CH2:29][NH:28][CH2:27][CH2:26]1.CCN(C(C)C)C(C)C.[BH-](OC(C)=O)(OC(C)=O)OC(C)=O.[Na+]>>[C:1]([N:5]1[C:9]([CH2:10][CH2:11][CH3:12])=[CH:8][C:7]([CH2:13][CH2:14][CH2:15][N:28]2[CH2:29][CH2:30][N:25]([C:19]3[CH:20]=[CH:21][CH:22]=[C:23]([CH3:24])[C:18]=3[CH3:17])[CH2:26][CH2:27]2)=[N:6]1)([CH3:4])([CH3:3])[CH3:2] |f:3.4|. Procedure details: 92 mg (94%) of target compound was obtained by using a method same as in Example 1 by using 3-(1-tert-butyl-5-propyl-1H-pyrazol-3-yl)propanal (50 mg, 0.225 mmol), 1-(2,3-dimethylphenyl)piperazine (43 mg, 0.225 mmol), DIPEA (0.060 mL, 0338 mmol) and NaBH(OAc)3 (143 mg, 0.675 mmol). Starting materials: N#Cc1cccc(CBr)c1, Cc1cc(C)cc(Sc2[nH]c(=O)[nH]c(=O)c2C(C)C)c1. Yields the product Cc1cc(C)cc(Sc2c(C(C)C)c(=O)[nH]c(=O)n2Cc2cccc(C#N)c2)c1. RXN SMILES: [C:21](#[N:22])[c:23]1[cH:24][c:25]([CH2:26][Br:27])[cH:28][cH:29][cH:30]1.[CH:1]([CH3:2])([CH3:3])[c:4]1[c:5](=[O:20])[nH:6][c:7](=[O:19])[nH:8][c:9]1[S:10][c:11]1[cH:12][c:13]([CH3:18])[cH:14][c:15]([CH3:17])[cH:16]1>>[CH:1]([CH3:2])([CH3:3])[c:4]1[c:5](=[O:20])[nH:6][c:7](=[O:19])[n:8]([CH2:26][c:25]2[cH:24][c:23]([C:21]#[N:22])[cH:30][cH:29][cH:28]2)[c:9]1[S:10][c:11]1[cH:12][c:13]([CH3:18])[cH:14][c:15]([CH3:17])[cH:16]1. The yield is 54.0%. Starting materials: NC1=C(C(=O)NCCCN2CCC(CC2)C(C2=CC=C(C=C2)F)=O)C=CC=C1 (2-amino-N-[3-[4-(4-fluorobenzoyl)-1-piperidinyl]propyl]benzamide), C(=O)O (formic acid), CC1=CC=CC=C1 (methylbenzene), O (water). Reaction SMILES: [NH2:1][C:2]1[CH:28]=[CH:27][CH:26]=[CH:25][C:3]=1[C:4]([NH:6][CH2:7][CH2:8][CH2:9][N:10]1[CH2:15][CH2:14][CH:13]([C:16](=[O:24])[C:17]2[CH:22]=[CH:21][C:20]([F:23])=[CH:19][CH:18]=2)[CH2:12][CH2:11]1)=[O:5].[CH:29]([OH:31])=[O:30].[CH3:32]C1C=CC=CC=1.[OH2:39]>>[C:16]([OH:24])(=[O:39])/[CH:17]=[CH:22]/[C:29]([OH:31])=[O:30].[F:23][C:20]1[CH:19]=[CH:18][C:17]([C:16]([CH:13]2[CH2:14][CH2:15][N:10]([CH2:9][CH2:8][CH2:7][N:6]3[C:4](=[O:5])[C:3]4[C:2](=[CH:28][CH:27]=[CH:26][CH:25]=4)[N:1]=[CH:32]3)[CH2:11][CH2:12]2)=[O:24])=[CH:22][CH:21]=1 |f:4.5|. Yields the product C(\C=C\C(=O)O)(=O)O.FC1=CC=C(C(=O)C2CCN(CC2)CCCN2C=NC3=CC=CC=C3C2=O)C=C1 (3-[3-[4-(4-fluorobenzoyl)-1-piperidinyl]propyl]-4(3H)-quinazolinone (E)-2-butenedioate). Procedure details: A mixture of 7 parts of 2-amino-N-[3-[4-(4-fluorobenzoyl)-1-piperidinyl]propyl]benzamide, 12 parts of formic acid and 135 parts of methylbenzene is stirred and refluxed for 1 hour. Stirring at reflux is continued for 1 hour using a water-separator. The solvent is evaporated. The oily residue is purified by column-chromatography over silica gel using a mixture of trichloromethane and methanol (90:10 by volume) as eluent. The pure fractions are collected and the eluent is evaporated. The residue i... Reaction conditions: time 1 hour. Reactants: C(C1=CC=CC=C1)(=O)O[C@@H]1CN(C[C@H](C1)NC(=O)OC(C)(C)C)C(=O)OCC1=CC=CC=C1 ((3S,5S)-benzyl 3-(benzoyloxy)-5-(tert-butoxycarbonylamino)-piperidine-1-carboxylate), [Si](C)(C)(C(C)(C)C)O[C@H]1CN(C[C@@H](C1)O)C(=O)OCC1=CC=CC=C1 ((3R,5R)-benzyl 3-(tert-butyldimethylsilyloxy)-5-hydroxypiperidine-1-carboxylate). The product is C(C)(C)(C)OC(=O)N[C@@H]1CN(C[C@@H](C1)O[Si](C)(C)C(C)(C)C)C(=O)OCC1=CC=CC=C1 ((3S,5R)-benzyl 3-(tert-butoxycarbonylamino)-5-(tert-butyldimethylsilyloxy)piperidine-1-carboxylate). As a reaction SMILES: C(O[C@H]1C[C@H]([NH:16][C:17]([O:19][C:20]([CH3:23])([CH3:22])[CH3:21])=[O:18])CN(C(OCC2C=CC=CC=2)=O)C1)(=O)C1C=CC=CC=1.[Si:34]([O:41][C@@H:42]1[CH2:47][C@@H:46](O)[CH2:45][N:44]([C:49]([O:51][CH2:52][C:53]2[CH:58]=[CH:57][CH:56]=[CH:55][CH:54]=2)=[O:50])[CH2:43]1)([C:37]([CH3:40])([CH3:39])[CH3:38])([CH3:36])[CH3:35]>>[C:20]([O:19][C:17]([NH:16][C@H:46]1[CH2:47][C@@H:42]([O:41][Si:34]([C:37]([CH3:39])([CH3:38])[CH3:40])([CH3:36])[CH3:35])[CH2:43][N:44]([C:49]([O:51][CH2:52][C:53]2[CH:54]=[CH:55][CH:56]=[CH:57][CH:58]=2)=[O:50])[CH2:45]1)=[O:18])([CH3:23])([CH3:22])[CH3:21]. Reported procedure: Followed method to synthesis of (3S,5S)-benzyl 3-(benzoyloxy)-5-(tert-butoxycarbonylamino)-piperidine-1-carboxylate starting from (3R,5R)-benzyl 3-(tert-butyldimethylsilyloxy)-5-hydroxypiperidine-1-carboxylate. LC/MS (m/z): 365.2 (MH+-Boc), Rt:1.37. The reactants are C=O (paraformaldehyde), C(CCCCC)O (1-hexanol), Cl (HCl). RXN SMILES: [CH2:1]=[O:2].[CH2:3](O)[CH2:4][CH2:5][CH2:6][CH2:7][CH3:8].[ClH:10]>ClC(Cl)CCl>[Cl:10][CH2:1][O:2][CH2:3][CH2:4][CH2:5][CH2:6][CH2:7][CH3:8]. Procedure: 30 g (1 mole) of paraformaldehyde were stirred in 100 ml of 1,1,2-trichloroethane with 102 g (1 mole) of 1-hexanol at 0°-5° C. HCl gas was passed for 2 hours. The product is diluted to give a stock solution of 3M concentration. Product: ClCOCCCCCC (Chloromethylhexylether). The solvent is ClC(CCl)Cl (1,1,2-trichloroethane). Reactants: C1CCOC1, Cn1ncc2cc(Oc3ccc([N+](=O)[O-])cc3F)c(-c3cnn(C(=O)OC(C)(C)C)c3)cc21. Product: Cn1ncc2cc(Oc3ccc(N)cc3F)c(-c3cnn(C(=O)OC(C)(C)C)c3)cc21. As a reaction SMILES: [CH2:34]1[O:35][CH2:36][CH2:37][CH2:38]1.[F:1][c:2]1[c:3]([O:4][c:5]2[cH:6][c:7]3[cH:8][n:9][n:10]([CH3:26])[c:11]3[cH:12][c:13]2-[c:14]2[cH:15][n:16][n:17]([C:19](=[O:20])[O:21][C:22]([CH3:23])([CH3:24])[CH3:25])[cH:18]2)[cH:27][cH:28][c:29]([N+:31]([O-:32])=[O:33])[cH:30]1>>[F:1][c:2]1[c:3]([O:4][c:5]2[cH:6][c:7]3[cH:8][n:9][n:10]([CH3:26])[c:11]3[cH:12][c:13]2-[c:14]2[cH:15][n:16][n:17]([C:19](=[O:20])[O:21][C:22]([CH3:23])([CH3:24])[CH3:25])[cH:18]2)[cH:27][cH:28][c:29]([NH2:31])[cH:30]1.